describe an organic reaction: reactants, conditions, products, and yield From a dataset of the Open Reaction Database (ORD), a public repository of structured organic reaction records. The reactants are C1=CC=C(C=C1)NC2=CC=C(C=C2)[N+](=O)[O-] (4-Nitro-diphenylamine), BrCC(=O)OC (methyl bromoacetate), C([O-])([O-])=O.[K+].[K+] (potassium carbonate). The solvent is CN(C)C=O (DMF). Product: [N+](=O)([O-])C1=CC=C(C=C1)N(C1=CC=CC=C1)CC(=O)OC (methyl [(4-nitro-phenyl)-phenyl-amino]-acetate). RXN SMILES: [CH:1]1[CH:6]=[CH:5][C:4]([NH:7][C:8]2[CH:13]=[CH:12][C:11]([N+:14]([O-:16])=[O:15])=[CH:10][CH:9]=2)=[CH:3][CH:2]=1.Br[CH2:18][C:19]([O:21][CH3:22])=[O:20].C(=O)([O-])[O-].[K+].[K+]>CN(C=O)C>[N+:14]([C:11]1[CH:12]=[CH:13][C:8]([N:7]([CH2:18][C:19]([O:21][CH3:22])=[O:20])[C:4]2[CH:3]=[CH:2][CH:1]=[CH:6][CH:5]=2)=[CH:9][CH:10]=1)([O-:16])=[O:15] |f:2.3.4|. Procedure details: 4-Nitro-diphenylamine (Aldrich) is reacted with methyl bromoacetate in the presence of potassium carbonate in DMF at 70° C. to give methyl [(4-nitro-phenyl)-phenyl-amino]-acetate (brown oil). MS: 287 (M+1). Reactants: CC(C)(C)[Si](OCCOC=1C=C2C=C(N(C2=CC1)C(=O)OCCC(C)(C)C)C(=O)[O-])(C)C (1-(1,1-dimethylethyl)2-ethyl 5-[(2-{[(1,1-dimethylethyl)(dimethyl)silyl]oxy}ethyl)oxy]-1H-indole-1,2-dicarboxylate), Cl (HCl), C(=O)(C(F)(F)F)O (TFA). Run in C1CCOC1 (THF). The product is OCCOC=1C=C2C=C(NC2=CC1)C(=O)OCC (Ethyl 5-[(2-hydroxyethyl)oxy]-1H-indole-2-carboxylate). Isolated yield 107.0%. As a reaction SMILES: CC([Si](C)(C)[O:6][CH2:7][CH2:8][O:9][C:10]1[CH:11]=[C:12]2[C:16](=[CH:17][CH:18]=1)[N:15](C(OCCC(C)(C)C)=O)[C:14]([C:28]([O-:30])=[O:29])=[CH:13]2)(C)C.Cl.[C:34](O)([C:36](F)(F)F)=O>C1COCC1>[OH:6][CH2:7][CH2:8][O:9][C:10]1[CH:11]=[C:12]2[C:16](=[CH:17][CH:18]=1)[NH:15][C:14]([C:28]([O:30][CH2:34][CH3:36])=[O:29])=[CH:13]2. Procedure: A solution of 1-(1,1-dimethylethyl)2-ethyl 5-[(2-{[(1,1-dimethylethyl)(dimethyl)silyl]oxy}ethyl)oxy]-1H-indole-1,2-dicarboxylate (0.389 g, 0.840 mmol) in THF (4 mL) was treated with 1N HCl (0.840 mL, 0.840 mmol) and the reaction mixture was stirred for several hours at room temp. TLC showed consumption of the starting material and 2 product spots. Solvents were evaporated and the residue dissolved in DCM (4 mL) and TFA (0.25 mL, 3.24 mmol) was added. TLC showed a single product spot. The solvent... The reactants are CCOc1cc(C(C)(C)C)ncc1C1=NC(C)(c2ccc(Cl)cc2)C(C)(c2ccc(Cl)cc2)N1C(=O)Cl, CC(C)(C)OC(=O)NC1CCNCC1. The product is CCOc1cc(C(C)(C)C)ncc1C1=NC(C)(c2ccc(Cl)cc2)C(C)(c2ccc(Cl)cc2)N1C(=O)N1CCC(NC(=O)OC(C)(C)C)CC1. As a reaction SMILES: [C:1]([CH3:2])([CH3:3])([CH3:4])[c:5]1[cH:6][c:7]([O:35][CH2:36][CH3:37])[c:8]([C:11]2=[N:15][C:14]([CH3:16])([c:17]3[cH:18][cH:19][c:20]([Cl:23])[cH:21][cH:22]3)[C:13]([CH3:24])([c:25]3[cH:26][cH:27][c:28]([Cl:31])[cH:29][cH:30]3)[N:12]2[C:32](=[O:33])[Cl:34])[cH:9][n:10]1.[C:38]([CH3:39])([CH3:40])([CH3:41])[O:42][C:43]([NH:44][CH:45]1[CH2:46][CH2:47][NH:48][CH2:49][CH2:50]1)=[O:51]>>[C:1]([CH3:2])([CH3:3])([CH3:4])[c:5]1[cH:6][c:7]([O:35][CH2:36][CH3:37])[c:8]([C:11]2=[N:15][C:14]([CH3:16])([c:17]3[cH:18][cH:19][c:20]([Cl:23])[cH:21][cH:22]3)[C:13]([CH3:24])([c:25]3[cH:26][cH:27][c:28]([Cl:31])[cH:29][cH:30]3)[N:12]2[C:32](=[O:33])[N:48]2[CH2:47][CH2:46][CH:45]([NH:44][C:43]([O:42][C:38]([CH3:39])([CH3:40])[CH3:41])=[O:51])[CH2:50][CH2:49]2)[cH:9][n:10]1. The reactants are COC(=O)c1cncn1C1c2ccccc2C(C)(O)C1(C)C, O=S(=O)(OS(=O)(=O)C(F)(F)F)C(F)(F)F, c1ccncc1. Product: C=C1c2ccccc2C(n2cncc2C(=O)OC)C1(C)C. Reaction SMILES: [CH3:16][O:17][C:18](=[O:19])[c:20]1[cH:21][n:22][cH:23][n:24]1[CH:25]1[C:26]([CH3:36])([CH3:37])[C:27]([OH:34])([CH3:35])[c:28]2[cH:29][cH:30][cH:31][cH:32][c:33]21.[F:1][C:2]([F:3])([F:4])[S:5]([O:6][S:7]([C:8]([F:9])([F:10])[F:11])(=[O:12])=[O:13])(=[O:14])=[O:15].[cH:38]1[cH:39][cH:40][n:41][cH:42][cH:43]1>>[CH3:16][O:17][C:18](=[O:19])[c:20]1[cH:21][n:22][cH:23][n:24]1[CH:25]1[C:26]([CH3:36])([CH3:37])[C:27](=[CH2:35])[c:28]2[cH:29][cH:30][cH:31][cH:32][c:33]21. Reported procedure: N-bromosuccinimide (6.1 g, 3.44 mmol) and benzoyl peroxide (218 mg, 0.09 mmol) were added successively to a solution of 2-chloro-5-methyl-pyridine (4.0 g, 3.13 mmol) in carbon tetrachloride (20 mL) and refluxed for 90 min. The reaction mixture was cooled to room temperature, water added and the organic layer separated. The organic layer was washed successively with water, brine, dried over anhydrous sodium sulfate and filtered. The resultant solution of 5-bromomethyl-2-chloro-pyridine was used a... The solvent is C(Cl)(Cl)(Cl)Cl (carbon tetrachloride). Starting materials: O (water), BrN1C(CCC1=O)=O (N-bromosuccinimide), C(C1=CC=CC=C1)(=O)OOC(C1=CC=CC=C1)=O (benzoyl peroxide), ClC1=NC=C(C=C1)C (2-chloro-5-methyl-pyridine). The product is BrCC=1C=CC(=NC1)Cl (5-bromomethyl-2-chloro-pyridine). As a reaction SMILES: [Br:1]N1C(=O)CCC1=O.C(OOC(=O)C1C=CC=CC=1)(=O)C1C=CC=CC=1.[Cl:27][C:28]1[CH:33]=[CH:32][C:31]([CH3:34])=[CH:30][N:29]=1.O>C(Cl)(Cl)(Cl)Cl>[Br:1][CH2:34][C:31]1[CH:32]=[CH:33][C:28]([Cl:27])=[N:29][CH:30]=1. Reactants: FC=1C=C2CC(NC2=CC1)=O (5-fluoro-1,3-dihydro-indol-2-one), O=C1NCCC=2C1=CNC2C=O (4-oxo-4,5,6,7-tetrahydro-2H-pyrrolo[3,4-c]pyridine-1-carbaldehyde), N1CCCCC1 (piperidine). The solvent is C(C)O (ethanol). Conditions: temperature 80 celsius. Yields the product FC=1C=C2C(C(NC2=CC1)=O)=CC=1NC=C2C(NCCC21)=O (1-(5-Fluoro-2-oxo-1,2-dihydro-indol-3-ylidenemethyl)-2,5,6,7-tetrahydro-pyrrolo[3,4-c]pyridin-4-one). As a reaction SMILES: [F:1][C:2]1[CH:3]=[C:4]2[C:8](=[CH:9][CH:10]=1)[NH:7][C:6](=[O:11])[CH2:5]2.[O:12]=[C:13]1[C:18]2=[CH:19][NH:20][C:21]([CH:22]=O)=[C:17]2[CH2:16][CH2:15][NH:14]1.N1CCCCC1>C(O)C>[F:1][C:2]1[CH:3]=[C:4]2[C:8](=[CH:9][CH:10]=1)[NH:7][C:6](=[O:11])[C:5]2=[CH:22][C:21]1[NH:20][CH:19]=[C:18]2[C:17]=1[CH2:16][CH2:15][NH:14][C:13]2=[O:12]. Procedure details: A mixture of 5-fluoro-1,3-dihydro-indol-2-one (30.2 mg, 0.2 mmol), 4-oxo-4,5,6,7-tetrahydro-2H-pyrrolo[3,4-c]pyridine-1-carbaldehyde (32.8 mg, 0.2 mmol) and 0.1 mL of piperidine in ethanol (1 mL) was heated in a sealed tube at 80° C. for 4 hours. The precipitate was collected by vacuum filtration, washed with cold ethanol and dried to give the title compound. The reactants are O=C(O)c1ccc2c(C3=CCCCC3)c[nH]c2c1, C1CCOC1, CO. Yields the product O=C(O)c1ccc2c(C3CCCCC3)c[nH]c2c1. Reaction SMILES: [C:1]1([c:7]2[cH:8][nH:9][c:10]3[cH:11][c:12]([C:16](=[O:17])[OH:18])[cH:13][cH:14][c:15]23)=[CH:2][CH2:3][CH2:4][CH2:5][CH2:6]1.[CH2:21]1[O:22][CH2:23][CH2:24][CH2:25]1.[CH3:19][OH:20]>>[CH:1]1([c:7]2[cH:8][nH:9][c:10]3[cH:11][c:12]([C:16](=[O:17])[OH:18])[cH:13][cH:14][c:15]23)[CH2:2][CH2:3][CH2:4][CH2:5][CH2:6]1. Yield: 91.3%. Reaction conditions: time 16 hour. Starting materials: NC=1N=C(C2=C(N1)SC(=N2)CCC2=CC=C(C=C2)F)S(=O)(=O)C (5-amino-2-[2-(4-fluorophenyl)ethyl]-7-methanesulfonyl-thiazolo[5,4-d]pyrimidine), C(C)(C)N(CC)C(C)C (diisopropylethylamine), Cl.C(C1=CC=CC=C1)(=O)C1CCNCC1 (4-benzoylpiperidine hydrogen chloride). The solvent is C(C)#N (acetonitrile). Yields the product NC=1N=C(C2=C(N1)SC(=N2)CCC2=CC=C(C=C2)F)N2CCC(CC2)C(C2=CC=CC=C2)=O (5-amino-2-[2-(4-fluorophenyl)ethyl]-7-(4-benzoylpiperidine-1-yl)-thiazolo[5,4-d]pyrimidine). RXN SMILES: [NH2:1][C:2]1[N:3]=[C:4](S(C)(=O)=O)[C:5]2[N:10]=[C:9]([CH2:11][CH2:12][C:13]3[CH:18]=[CH:17][C:16]([F:19])=[CH:15][CH:14]=3)[S:8][C:6]=2[N:7]=1.C(N(C(C)C)CC)(C)C.Cl.[C:34]([CH:42]1[CH2:47][CH2:46][NH:45][CH2:44][CH2:43]1)(=[O:41])[C:35]1[CH:40]=[CH:39][CH:38]=[CH:37][CH:36]=1>C(#N)C>[NH2:1][C:2]1[N:3]=[C:4]([N:45]2[CH2:46][CH2:47][CH:42]([C:34](=[O:41])[C:35]3[CH:36]=[CH:37][CH:38]=[CH:39][CH:40]=3)[CH2:43][CH2:44]2)[C:5]2[N:10]=[C:9]([CH2:11][CH2:12][C:13]3[CH:18]=[CH:17][C:16]([F:19])=[CH:15][CH:14]=3)[S:8][C:6]=2[N:7]=1 |f:2.3|. Reported procedure: To a solution of 5-amino-2-[2-(4-fluorophenyl)ethyl]-7-methanesulfonyl-thiazolo[5,4-d]pyrimidine (50 mg, 0.14 mmol) in acetonitrile (5 ml) was added diisopropylethylamine (0.45 mmol, 74 μL) and 4-benzoylpiperidine hydrogen chloride (0.15 mmol). The reaction mixture was stirred at room temperature for 16 hours whereupon the solvent was removed in vacuo. The resulting residue was purified by flash chromatography on silica, the mobile phase being a mixture of methanol and dichloromethane (in a rati... The reactants are COC(CCNC(C1=CC=C(C=C1)C(CC(C)C)=CC1=CC=C(C=C1)Br)=O)=O (3-{4-[1-(4-bromo-benzylidene)-3-methyl-butyl]-benzoylamino}-propionic acid methyl ester), C(C)(C)(C)C1=CC=C(C=C1)B(O)O (4-t-butyl phenyl boronic acid), [F-].[K+] (potassium fluoride). Reagents/catalysts: C=1C=CC(=CC1)[P](C=2C=CC=CC2)(C=3C=CC=CC3)[Pd]([P](C=4C=CC=CC4)(C=5C=CC=CC5)C=6C=CC=CC6)([P](C=7C=CC=CC7)(C=8C=CC=CC8)C=9C=CC=CC9)[P](C=1C=CC=CC1)(C=1C=CC=CC1)C=1C=CC=CC1 (tetrakis(triphenylphosphine)palladium). Product: COC(CCNC(C1=CC=C(C=C1)C(CC(C)C)=CC1=CC=C(C=C1)C1=CC=C(C=C1)C(C)(C)C)=O)=O (3-{4-[1-(4′-tert-Butyl-biphenyl-4-ylmethylene)-3-methyl-butyl]-benzoylamino}-propionic acid methyl ester). The yield is 32.6%. Reaction SMILES: [CH3:1][O:2][C:3](=[O:28])[CH2:4][CH2:5][NH:6][C:7](=[O:27])[C:8]1[CH:13]=[CH:12][C:11]([C:14](=[CH:19][C:20]2[CH:25]=[CH:24][C:23](Br)=[CH:22][CH:21]=2)[CH2:15][CH:16]([CH3:18])[CH3:17])=[CH:10][CH:9]=1.[C:29]([C:33]1[CH:38]=[CH:37][C:36](B(O)O)=[CH:35][CH:34]=1)([CH3:32])([CH3:31])[CH3:30].[F-].[K+]>C1C=CC([P]([Pd]([P](C2C=CC=CC=2)(C2C=CC=CC=2)C2C=CC=CC=2)([P](C2C=CC=CC=2)(C2C=CC=CC=2)C2C=CC=CC=2)[P](C2C=CC=CC=2)(C2C=CC=CC=2)C2C=CC=CC=2)(C2C=CC=CC=2)C2C=CC=CC=2)=CC=1>[CH3:1][O:2][C:3](=[O:28])[CH2:4][CH2:5][NH:6][C:7](=[O:27])[C:8]1[CH:13]=[CH:12][C:11]([C:14](=[CH:19][C:20]2[CH:25]=[CH:24][C:23]([C:36]3[CH:37]=[CH:38][C:33]([C:29]([CH3:32])([CH3:31])[CH3:30])=[CH:34][CH:35]=3)=[CH:22][CH:21]=2)[CH2:15][CH:16]([CH3:18])[CH3:17])=[CH:10][CH:9]=1 |f:2.3,^1:47,49,68,87|. Procedure: 3-{4-[1-(4-bromo-benzylidene)-3-methyl-butyl]-benzoylamino}-propionic acid methyl ester (2.6 g, 5.86 mmol), 4-t-butyl phenyl boronic acid (2.08 g, 12 mmol), potassium fluoride (1.02 g, 17.6 mmol) and tetrakis(triphenylphosphine)palladium (0.677 g, 0.59 mmol) are placed in a flask. The system is purged with nitrogen. Toluene (40 mL) and water (10 ml) are added and the resulting mixture is refluxed overnight. The reaction is loaded directly onto silica gel and chromatographed using EtOAc/hexanes t...